Dataset: the Open Reaction Database (ORD), a public repository of structured organic reaction records. Task: describe an organic reaction: reactants, conditions, products, and yield Starting materials: OCC1=CC=C(C=C1)C(C)=O (1-(4-hydroxymethyl-phenyl)-ethanone), C(C)(C)(C)OC(\C=C\C1=NC=C(C=C1)C=O)=O ((E)-3-(5-formyl-pyridin-2-yl)-acrylic acid tert-butyl ester), [OH-].[K+] (KOH). Solvent: CCO (EtOH), CCO (EtOH). Conditions: temperature 0 celsius, time 5 hour. Product: C(C)(C)(C)OC(\C=C\C1=NC=C(C=C1)\C=C\C(=O)C1=CC=C(C=C1)CO)=O ((E)-3-{5-[(E)-3-(4-hydroxymethyl-phenyl)-3-oxo-propenyl]-pyridin-2-yl}-acrylic acid tert-butyl ester). Yield: 34.5%. As a reaction SMILES: [OH:1][CH2:2][C:3]1[CH:8]=[CH:7][C:6]([C:9](=[O:11])[CH3:10])=[CH:5][CH:4]=1.[C:12]([O:16][C:17](=[O:28])/[CH:18]=[CH:19]/[C:20]1[CH:25]=[CH:24][C:23]([CH:26]=O)=[CH:22][N:21]=1)([CH3:15])([CH3:14])[CH3:13].[OH-].[K+]>CCO>[C:12]([O:16][C:17](=[O:28])/[CH:18]=[CH:19]/[C:20]1[CH:25]=[CH:24][C:23](/[CH:26]=[CH:10]/[C:9]([C:6]2[CH:7]=[CH:8][C:3]([CH2:2][OH:1])=[CH:4][CH:5]=2)=[O:11])=[CH:22][N:21]=1)([CH3:15])([CH3:14])[CH3:13] |f:2.3|. Procedure details: A solution of 1-(4-hydroxymethyl-phenyl)-ethanone (750 mg, 5 mmol) in EtOH (15 ml) was added dropwise at 0° C. to a stirred solution of (E)-3-(5-formyl-pyridin-2-yl)-acrylic acid tert-butyl ester (described in Example 11 STEP A-D, 1.16 g, 5 mmol) and 1.7 M KOH (4.4 ml) in EtOH (10 ml). The mixture was stirred at 0° C. for 5 h and the resulting precipitate was filtered and triturated with di-isopropylether to give 630 mg of desired (E)-3-{5-[(E)-3-(4-hydroxymethyl-phenyl)-3-oxo-propenyl]-pyridin-... Starting materials: BrC=1C=C(\C=N\N=C\C2=CC(=CC=C2)Br)C=CC1 ((1E,2E)-1,2-bis(3-bromobenzylidene)hydrazine), [Cl-].[Al+3].[Cl-].[Cl-] (aluminum(III) chloride), [Br-].[Al+3].[Br-].[Br-] (aluminum(III) bromide). Solvent: O (water). Reaction conditions: temperature 192.5 celsius, time 1 hour. The product is BrC1=C2C=NN=CC2=CC=C1 (5-bromophthalazine). Isolated yield 42.0%. Reaction SMILES: BrC1C=C(C=CC=1)/[CH:5]=[N:6]/[N:7]=[CH:8]/[C:9]1[CH:14]=[CH:13][CH:12]=[C:11]([Br:15])[CH:10]=1.[Cl-].[Al+3].[Cl-].[Cl-].[Br-].[Al+3].[Br-].[Br-]>O>[Br:15][C:11]1[CH:12]=[CH:13][CH:14]=[C:9]2[C:10]=1[CH:5]=[N:6][N:7]=[CH:8]2 |f:1.2.3.4,5.6.7.8|. Procedure: To a 250 mL 3-neck round-bottom flask was added (1E,2E)-1,2-bis(3-bromobenzylidene)hydrazine (13.0 g, 35.5 mmol), aluminum(III) chloride (71.0 g, 533 mmol), and aluminum(III) bromide (71.0 g, 266 mmol). The mixture was stirred at 185-200° C. for 1 hour. The dark gum was cooled in an ice bath and slowly treated with 1.5 L of water. The suspension was filtered, and the precipitate was washed with 5% HCl. The solution was made basic with 15% potassium hydroxide and extracted with EtOAc three times.... Starting materials: OC1=CC=C(C=C1)[C@H](CC(=O)OCC)C=C(C)C ((R)-ethyl 3-(4-hydroxyphenyl)-5-methylhex-4-enoate), CCOC(=O)C (EtOAc). The reagents and catalysts are [Pd] (Pd/C). Run at temperature 23 celsius, time 2 hour. The product is OC1=CC=C(C=C1)[C@H](CC(=O)OCC)CC(C)C ((S)-Ethyl 3-(4-hydroxyphenyl)-5-methylhexanoate). Yield: 99.9%. As a reaction SMILES: [OH:1][C:2]1[CH:7]=[CH:6][C:5]([C@@H:8]([CH:15]=[C:16]([CH3:18])[CH3:17])[CH2:9][C:10]([O:12][CH2:13][CH3:14])=[O:11])=[CH:4][CH:3]=1.CCOC(C)=O>[Pd]>[OH:1][C:2]1[CH:3]=[CH:4][C:5]([C@@H:8]([CH2:15][CH:16]([CH3:17])[CH3:18])[CH2:9][C:10]([O:12][CH2:13][CH3:14])=[O:11])=[CH:6][CH:7]=1. Procedure: To a stirred solution of (R)-ethyl 3-(4-hydroxyphenyl)-5-methylhex-4-enoate 14.2 (0.200 g, 0.8 mmol) in EtOAc (5 mL, 51 mmol) at 0° C. was added Pd/C (0.09 g, 0.8 mmol). See Example 14—it is possible that 14.3 is the R enantiomer and that 14.2 is the S enantiomer although it is believed that 14.2 is the enantiomer shown. The reaction mixture was placed under an atmosphere of hydrogen and stirred at 23° C. for 2 hours. The reaction mixture was filtered and concentrated in vacuo. The resulting pro... Starting materials: CN(C)C=O (DMF), C(CCC)[Li] (n-butyllithium), CCCCCC (hexane), S1C=CC=2C=NC=CC21 (thieno[3,2-c]pyridine). The solvent is C1CCOC1 (THF). Run at time 5 minute. Product: CNCC1=CC=2C=NC=CC2S1 (Methyl-thieno[3,2-c]pyridin-2-ylmethyl-amine). Yield: 41.5%. As a reaction SMILES: [S:1]1[C:9]2[CH:8]=[CH:7][N:6]=[CH:5][C:4]=2[CH:3]=[CH:2]1.C([Li])CCC.CCCCCC.[CH3:21][N:22](C=O)[CH3:23]>C1COCC1>[CH3:21][NH:22][CH2:23][C:2]1[S:1][C:9]2[CH:8]=[CH:7][N:6]=[CH:5][C:4]=2[CH:3]=1. Procedure details: A solution of thieno[3,2-c]pyridine (500 mg, 3.70 mmol) in anhydrous THF (10 mL) was stirred under argon and maintained at −78° C. while a solution of 1.6 M n-butyllithium in hexane (2.5 mL, 4.07 mmol) was added dropwise. The resulting wine red solution was stirred for 5 min. then DMF (573 μL, 7.4 mmol) was added. The cooling bath was removed and the reaction mixture was stirred at room temperature for 16 hr. The reaction mixture was treated with 10% aqueous HCl, made alkaline with saturated aqu... Starting materials: O=C([O-])[O-], IC1CCCC1, [K+], [K+], COC(=O)c1c[nH]c(=O)c(-c2ccccn2)c1, CN(C)C=O. The product is COC(=O)c1cc(-c2ccccn2)c(=O)n(C2CCCC2)c1. As a reaction SMILES: [C:24](=[O:25])([O-:26])[O-:27].[CH:18]1([I:23])[CH2:19][CH2:20][CH2:21][CH2:22]1.[K+:28].[K+:29].[O:1]=[c:2]1[c:3](-[c:12]2[n:13][cH:14][cH:15][cH:16][cH:17]2)[cH:4][c:5]([C:8](=[O:9])[O:10][CH3:11])[cH:6][nH:7]1.[O:30]=[CH:31][N:32]([CH3:33])[CH3:34]>>[O:1]=[c:2]1[c:3](-[c:12]2[n:13][cH:14][cH:15][cH:16][cH:17]2)[cH:4][c:5]([C:8](=[O:9])[O:10][CH3:11])[cH:6][n:7]1[CH:18]1[CH2:19][CH2:20][CH2:21][CH2:22]1. Solvent: C(Cl)(Cl)Cl (chloroform). Reported procedure: A 2 g. portion of 6-hydroxy-2-(4-hydroxyphenyl)-3-[4-(2-piperidinoethoxy)benzoyl]benzo[b]-thiophene was suspended in 35 ml. of chloroform, and 3.5 g. of potassium carbonate was added. The flask was blanketed with nitrogen, and 2 mg. of 4-dimethylaminopyridine and 1.2 g. of benzoyl chloride were added. The mixture was heated in an 80° C. oil bath for 4 hours under reflux, and was then poured into a large amount of aqueous sodium chloride solution. The mixture was then extracted three times with 5... As a reaction SMILES: [OH:1][C:2]1[CH:3]=[CH:4][C:5]2[C:9]([C:10](=[O:26])[C:11]3[CH:16]=[CH:15][C:14]([O:17][CH2:18][CH2:19][N:20]4[CH2:25][CH2:24][CH2:23][CH2:22][CH2:21]4)=[CH:13][CH:12]=3)=[C:8]([C:27]3[CH:32]=[CH:31][C:30]([OH:33])=[CH:29][CH:28]=3)[S:7][C:6]=2[CH:34]=1.[C:35](=[O:38])([O-])[O-].[K+].[K+].[C:41]([Cl:49])(=[O:48])[C:42]1[CH:47]=[CH:46][CH:45]=[CH:44][CH:43]=1.[Cl-].[Na+]>CN(C)C1C=CN=CC=1.C(Cl)(Cl)Cl>[ClH:49].[C:41]([O:1][C:2]1[CH:3]=[CH:4][C:5]2[C:9]([C:10](=[O:26])[C:11]3[CH:12]=[CH:13][C:14]([O:17][CH2:18][CH2:19][N:20]4[CH2:21][CH2:22][CH2:23][CH2:24][CH2:25]4)=[CH:15][CH:16]=3)=[C:8]([C:27]3[CH:28]=[CH:29][C:30]([O:33][C:35](=[O:38])[C:2]4[CH:3]=[CH:4][CH:5]=[CH:6][CH:34]=4)=[CH:31][CH:32]=3)[S:7][C:6]=2[CH:34]=1)(=[O:48])[C:42]1[CH:47]=[CH:46][CH:45]=[CH:44][CH:43]=1 |f:1.2.3,5.6,9.10|. Reaction conditions: temperature 80 celsius. The reagents and catalysts are CN(C1=CC=NC=C1)C (4-dimethylaminopyridine). Reactants: OC=1C=CC2=C(SC(=C2C(C2=CC=C(C=C2)OCCN2CCCCC2)=O)C2=CC=C(C=C2)O)C1 (6-hydroxy-2-(4-hydroxyphenyl)-3-[4-(2-piperidinoethoxy)benzoyl]benzo[b]-thiophene), [Cl-].[Na+] (sodium chloride), C([O-])([O-])=O.[K+].[K+] (potassium carbonate), C(C1=CC=CC=C1)(=O)Cl (benzoyl chloride). The product is Cl.C(C1=CC=CC=C1)(=O)OC=1C=CC2=C(SC(=C2C(C2=CC=C(C=C2)OCCN2CCCCC2)=O)C2=CC=C(C=C2)OC(C2=CC=CC=C2)=O)C1 (6-benzoyloxy-2-(4-benzoyloxyphenyl)-3-[4-(2-piperidinoethoxy)benzoyl]benzo[b]thiophene, hydrochloride).